This data is from the Open Reaction Database (ORD), a public repository of structured organic reaction records. The task is: describe an organic reaction: reactants, conditions, products, and yield The reactants are CCI, ClCCl, CC(C)(C)OC(=O)NC1CC2CCCC(C1)N2. Yields the product CCN1C2CCCC1CC(NC(=O)OC(C)(C)C)C2. RXN SMILES: [CH2:1]([CH3:2])[I:3].[CH2:21]([Cl:22])[Cl:23].[CH:4]12[CH2:5][CH:6]([NH:13][C:14]([O:15][C:16]([CH3:17])([CH3:18])[CH3:19])=[O:20])[CH2:7][CH:8]([CH2:9][CH2:10][CH2:11]1)[NH:12]2>>[CH2:1]([CH3:2])[N:12]1[CH:4]2[CH2:5][CH:6]([NH:13][C:14]([O:15][C:16]([CH3:17])([CH3:18])[CH3:19])=[O:20])[CH2:7][CH:8]1[CH2:9][CH2:10][CH2:11]2. The reactants are Cl (HCl), COC(CC1CN(CC1)CCCN1C2=C(CCC3=C1C=CC=C3)C=CC=C2)=O (1-(3-(10,11-dihydro-5H-dibenzo[b,f]azepin-5-yl)-1-propyl)-3-pyrrolidinacetic acid methyl ester), [OH-].[Na+] (NaOH), [OH-].[Na+] (NaOH). The solvent is C(C)O (ethanol). Reaction conditions: time 3 day. Product: Cl.C1=CC=CC=2N(C3=C(CCC21)C=CC=C3)CCCN3CC(CC3)CC(=O)O (1-(3-(10,11-Dihydro-5H-dibenzo[b,f]azepin-5-yl)-1-propyl)-3-pyrrolidinacetic acid hydrochloride). Reaction SMILES: C[O:2][C:3](=[O:28])[CH2:4][CH:5]1[CH2:9][CH2:8][N:7]([CH2:10][CH2:11][CH2:12][N:13]2[C:19]3[CH:20]=[CH:21][CH:22]=[CH:23][C:18]=3[CH2:17][CH2:16][C:15]3[CH:24]=[CH:25][CH:26]=[CH:27][C:14]2=3)[CH2:6]1.[OH-].[Na+].[ClH:31]>C(O)C>[ClH:31].[CH:24]1[C:15]2[CH2:16][CH2:17][C:18]3[CH:23]=[CH:22][CH:21]=[CH:20][C:19]=3[N:13]([CH2:12][CH2:11][CH2:10][N:7]3[CH2:8][CH2:9][CH:5]([CH2:4][C:3]([OH:28])=[O:2])[CH2:6]3)[C:14]=2[CH:27]=[CH:26][CH:25]=1 |f:1.2,5.6|. Procedure: The above ester (0.85 g, 0.0022 mol) was dissolved in ethanol (6 ml) and 0.5N NaOH was added. By continued addition of 0.25N NaOH pH was kept at approximately 12 for 3 days. Dilute HCl (approx. 1N) was added until pH=7, and the solvent was evaporated in vacuo. The reactants are ClCC1=CC=C(C=C1)NC(\C=C\C1=CC(=CC=C1)C1=CC=C(C=C1)C)=O ((E)-N-[4-(chloromethyl)-phenyl]-3-(4-methylphenyl)cinnamamide), OCCC1NCCCC1 (2-(2-hydroxyethyl)piperidine), O (water). Run in CN(C)C=O (DMF). Run at time 18 hour. The product is OCCC1N(CCCC1)CC1=CC=C(C=C1)NC(\C=C\C1=CC(=CC=C1)C1=CC=C(C=C1)C)=O ((E)-N-[4-[2-(2-hydroxyethyl)piperidinomethyl]phenyl]-3-(4-methyl-phenyl)cinnamamide). Yield: 80.4%. As a reaction SMILES: Cl[CH2:2][C:3]1[CH:8]=[CH:7][C:6]([NH:9][C:10](=[O:26])/[CH:11]=[CH:12]/[C:13]2[CH:18]=[CH:17][CH:16]=[C:15]([C:19]3[CH:24]=[CH:23][C:22]([CH3:25])=[CH:21][CH:20]=3)[CH:14]=2)=[CH:5][CH:4]=1.[OH:27][CH2:28][CH2:29][CH:30]1[CH2:35][CH2:34][CH2:33][CH2:32][NH:31]1.O>CN(C=O)C>[OH:27][CH2:28][CH2:29][CH:30]1[CH2:35][CH2:34][CH2:33][CH2:32][N:31]1[CH2:2][C:3]1[CH:8]=[CH:7][C:6]([NH:9][C:10](=[O:26])/[CH:11]=[CH:12]/[C:13]2[CH:18]=[CH:17][CH:16]=[C:15]([C:19]3[CH:24]=[CH:23][C:22]([CH3:25])=[CH:21][CH:20]=3)[CH:14]=2)=[CH:5][CH:4]=1. Reported procedure: In DMF (3ml) was dissolved (E)-N-[4-(chloromethyl)-phenyl]-3-(4-methylphenyl)cinnamamide (200mg), and to the mixture was added 2-(2-hydroxyethyl)piperidine (214mg). The mixture was stirred at room temperature for 18 hours, and to the mixture was added water (50ml). The mixture was extracted with ethyl acetate. The organic layer was washed with saturated sodium chloride solution, dried with anhydrous sodium sulfate, and concentrated under reduced pressure. The residue was recrystallized from ethy... The reactants are C([O-])([O-])=O.[K+].[K+] (potassium carbonate), COC1=NN(N=C1)C1=CC=C(C=C1)B1OC(C(O1)(C)C)(C)C (4-methoxy-2-[4-(4,4,5,5-tetramethyl-1,3,2-dioxaborolan-2-yl)phenyl]-2H-1,2,3-triazole), IC1=CC(N(C=C1)CC[C@](C(=O)NOC1OCCCC1)(S(=O)(=O)C)C)=O ((2R)-4-(4-iodo-2-oxopyridin-1(2H)-yl)-2-methyl-2-(methylsulfonyl)-N-(tetrahydro-2H-pyran-2-yloxy)butanamide), O (water). The reagents and catalysts are [Pd] (Pd). The solvent is O1CCOCC1 (dioxane). The product is COC1=NN(N=C1)C1=CC=C(C=C1)C1=CC(N(C=C1)CC[C@](C(=O)NOC1OCCCC1)(S(=O)(=O)C)C)=O ((2R)-4-{4-[4-(4-methoxy-2H-1,2,3-triazol-2-yl)phenyl]-2-oxopyridin-1(2H)-yl}-2-methyl-2-(methylsulfonyl)-N-(tetrahydro-2H-pyran-2-yloxy)butanamide). As a reaction SMILES: C(=O)([O-])[O-].[K+].[K+].[CH3:7][O:8][C:9]1[CH:13]=[N:12][N:11]([C:14]2[CH:19]=[CH:18][C:17](B3OC(C)(C)C(C)(C)O3)=[CH:16][CH:15]=2)[N:10]=1.I[C:30]1[CH:35]=[CH:34][N:33]([CH2:36][CH2:37][C@@:38]([CH3:53])([S:49]([CH3:52])(=[O:51])=[O:50])[C:39]([NH:41][O:42][CH:43]2[CH2:48][CH2:47][CH2:46][CH2:45][O:44]2)=[O:40])[C:32](=[O:54])[CH:31]=1.O>O1CCOCC1.[Pd]>[CH3:7][O:8][C:9]1[CH:13]=[N:12][N:11]([C:14]2[CH:15]=[CH:16][C:17]([C:30]3[CH:35]=[CH:34][N:33]([CH2:36][CH2:37][C@@:38]([CH3:53])([S:49]([CH3:52])(=[O:51])=[O:50])[C:39]([NH:41][O:42][CH:43]4[CH2:48][CH2:47][CH2:46][CH2:45][O:44]4)=[O:40])[C:32](=[O:54])[CH:31]=3)=[CH:18][CH:19]=2)[N:10]=1 |f:0.1.2|. Reported procedure: Pd EnCat (98 mg, 0.03 mmol) was added to a mixture of potassium carbonate (171 mg, 1.24 mmol), 4-methoxy-2-[4-(4,4,5,5-tetramethyl-1,3,2-dioxaborolan-2-yl)phenyl]-2H-1,2,3-triazole (138 mg, 0.457 mmol) and (2R)-4-(4-iodo-2-oxopyridin-1(2H)-yl)-2-methyl-2-(methylsulfonyl)-N-(tetrahydro-2H-pyran-2-yloxy)butanamide which may be produced as in Preparation 2B(T6) (190 mg, 0.381 mmol) in dioxane:water (6 ml, 5:1mix) in a 20 ml vial. The reaction was cooled and filtered through celite (approx 1 inch). ...